This data is from the Open Reaction Database (ORD), a public repository of structured organic reaction records. The task is: describe an organic reaction: reactants, conditions, products, and yield Reactants: IC (Iodomethane), C(C=C)OC(=O)N1C[C@H](C[C@H]1C(C=1N2C(SC1)=CN=C2)O)SC=2[C@@H]([C@H]1N(C2C(=O)OCC=C)C([C@@H]1[C@@H](C)O)=O)C (allyl(1R,5S,6S)-2-[(3S,5S)-1-allyloxycarbonyl-5-[1-hydroxy-1-(imidazo[5,1-b]thiazol-3-yl)methyl]pyrrolidin-3-yl]thio-6-((1R)-1-hydroxyethyl)-1-methylcarbapen-2-em-3-carboxylate). Conditions: time 14 hour. Yields the product [I-].O[C@H](C)[C@@H]1[C@@H]2N(C(=C([C@@H]2C)S[C@@H]2CN([C@@H](C2)C(C=2[N+]=3C(SC2)=CN(C3)C)O)C(=O)OCC=C)C(=O)OCC=C)C1=O (allyl(1R,5S,6S)-6-((1R)-1-hydroxyethyl)-2-[(3S,5S)-1-allyloxycarbonyl-5-[1-hydroxy-1-(6-methylimidazo[5,1-b]thiazolium-3-yl)methyl]pyrrolidin-3-yl]thio-1-methylcarbapen-2-em-3-carboxylate iodide). The yield is 95.2%. Reaction SMILES: [I:1][CH3:2].[CH2:3]([O:6][C:7]([N:9]1[C@H:13]([CH:14]([OH:23])[C:15]2[N:16]3[CH:22]=[N:21][CH:20]=[C:17]3[S:18][CH:19]=2)[CH2:12][C@H:11]([S:24][C:25]2[C@H:26]([CH3:42])[C@@H:27]3[C@@H:37]([C@H:38]([OH:40])[CH3:39])[C:36](=[O:41])[N:28]3[C:29]=2[C:30]([O:32][CH2:33][CH:34]=[CH2:35])=[O:31])[CH2:10]1)=[O:8])[CH:4]=[CH2:5]>>[I-:1].[OH:40][C@@H:38]([C@H:37]1[C:36](=[O:41])[N:28]2[C:29]([C:30]([O:32][CH2:33][CH:34]=[CH2:35])=[O:31])=[C:25]([S:24][C@H:11]3[CH2:12][C@@H:13]([CH:14]([OH:23])[C:15]4[N+:16]5[C:17](=[CH:20][N:21]([CH3:2])[CH:22]=5)[S:18][CH:19]=4)[N:9]([C:7]([O:6][CH2:3][CH:4]=[CH2:5])=[O:8])[CH2:10]3)[C@H:26]([CH3:42])[C@H:27]12)[CH3:39] |f:2.3|. Reported procedure: Iodomethane (1.70 g) is added to 70.6 mg of allyl(1R,5S,6S)-2-[(3S,5S)-1-allyloxycarbonyl-5-[1-hydroxy-1-(imidazo[5,1-b]thiazol-3-yl)methyl]pyrrolidin-3-yl]thio-6-((1R)-1-hydroxyethyl)-1-methylcarbapen-2-em-3-carboxylate (stereoisomer A) described in Example 6-b), and the mixture is stirred in an argon atmosphere at room temperature in a light-shielded state for 14 hr. The excess reagent is removed by evaporation under reduced pressure, and the residue is purified by column chromatography on Sep... Reactants: COC(=O)C1=CC=CC2=CC(=CC=C12)OC (6-methoxy-1-naphthalenecarboxylic acid methyl ester), II (iodine), I(=O)(=O)O (iodic acid), S(O)(O)(=O)=O (sulfuric acid). Yields the product COC(=O)C1=CC=CC2=C(C(=CC=C12)OC)I (5-iodo-6-methoxy-1-naphthalenecarboxylic acid methyl ester). Reaction SMILES: [CH3:1][O:2][C:3]([C:5]1[C:14]2[C:9](=[CH:10][C:11]([O:15][CH3:16])=[CH:12][CH:13]=2)[CH:8]=[CH:7][CH:6]=1)=[O:4].II.[I:19](O)(=O)=O.S(=O)(=O)(O)O>>[CH3:1][O:2][C:3]([C:5]1[C:14]2[C:9](=[C:10]([I:19])[C:11]([O:15][CH3:16])=[CH:12][CH:13]=2)[CH:8]=[CH:7][CH:6]=1)=[O:4]. Procedure details: The process for the key intermediate in the copending application is exemplified as follows: 6-methoxy-1-naphthalenecarboxylic acid methyl ester is reacted with iodine and iodic acid in the presence of 98% sulfuric acid to give 5-iodo-6-methoxy-1-naphthalenecarboxylic acid methyl ester, which in turn is reacted with trifluoromethyl iodide and copper powder in a stainless steel autoclave to give 6-methoxy-5-(trifluoromethyl)-1-naphthalenecarboxylic acid methyl ester. Hydrolysis of the latter comp...